Dataset: the Open Reaction Database (ORD), a public repository of structured organic reaction records. Task: describe an organic reaction: reactants, conditions, products, and yield Starting materials: C(C)(C)(C)C=1OC2=C(N1)C=C(C=C2C2=CC=C(C=C2)F)C(=O)O (2-tert-butyl-7-(4-fluorophenyl)-1,3-benzoxazole-5-carboxylic acid), [Cl-].[Na+] (sodium chloride), Cl.Cl.FC(C1=NC=C(C=N1)[C@@H](C)N)(F)F ((1R)-1-[2-(trifluoromethyl)pyrimidin-5-yl]ethanamine dihydrochloride), CN1CCOCC1 (N-methylmorpholine), Cl.CN(CCN=C=NCC)C (N[2-(dimethylamino)ethyl]-N′-ethylcarbodiimide hydrochloride), ON1N=NC2=C1N=CC=C2 (1-hydroxy-7-azabenzotriazole). The solvent is CN(C=O)C (N,N-dimethylformamide). Conditions: temperature 40 celsius, time 1 hour. Yields the product C(C)(C)(C)C=1OC2=C(N1)C=C(C=C2C2=CC=C(C=C2)F)C(=O)N[C@H](C)C=2C=NC(=NC2)C(F)(F)F (2-Tert-butyl-7-(4-fluorophenyl)-N-{(1R)-1-[2-(trifluoromethyl)pyrimidin-5-yl]ethyl}-1,3-benzoxazole-5-carboxamide). RXN SMILES: [C:1]([C:5]1[O:6][C:7]2[C:13]([C:14]3[CH:19]=[CH:18][C:17]([F:20])=[CH:16][CH:15]=3)=[CH:12][C:11]([C:21](O)=[O:22])=[CH:10][C:8]=2[N:9]=1)([CH3:4])([CH3:3])[CH3:2].[Cl-].[Na+].Cl.Cl.[F:28][C:29]([F:40])([F:39])[C:30]1[N:35]=[CH:34][C:33]([C@H:36]([NH2:38])[CH3:37])=[CH:32][N:31]=1.CN1CCOCC1.Cl.CN(C)CCN=C=NCC.ON1C2N=CC=CC=2N=N1>CN(C)C=O>[C:1]([C:5]1[O:6][C:7]2[C:13]([C:14]3[CH:19]=[CH:18][C:17]([F:20])=[CH:16][CH:15]=3)=[CH:12][C:11]([C:21]([NH:38][C@@H:36]([C:33]3[CH:32]=[N:31][C:30]([C:29]([F:40])([F:39])[F:28])=[N:35][CH:34]=3)[CH3:37])=[O:22])=[CH:10][C:8]=2[N:9]=1)([CH3:2])([CH3:3])[CH3:4] |f:1.2,3.4.5,7.8|. Procedure: To a solution of 2-tert-butyl-7-(4-fluorophenyl)-1,3-benzoxazole-5-carboxylic acid with three equivalents of sodium chloride (30 mg, 74.0 μmol), (1R)-1-[2-(trifluoromethyl)pyrimidin-5-yl]ethanamine dihydrochloride (19.5 mg, 74.0 μmol) and N-methylmorpholine (33.7 μL, 0.307 mmol) in N,N-dimethylformamide (0.409 mL) were added N[2-(dimethylamino)ethyl]-N′-ethylcarbodiimide hydrochloride (20.6 mg, 107 μmol), 1-hydroxy-7-azabenzotriazole (4.2 mg, 31.0 μmol). The mixture was stirred at 40° C. for 1 h... Starting materials: ClCCl, O=Cc1ccccc1, [Mg+2], NCCCCCCN, NC(N)CCCCCC(=O)OCc1ccccc1, O=S(=O)([O-])[O-]. Yields the product NCCCCCCNc1ccccc1. RXN SMILES: [CH2:41]([Cl:42])[Cl:43].[CH:27]([c:28]1[cH:29][cH:30][cH:31][cH:32][cH:33]1)=[O:34].[Mg+2:35].[NH2:19][CH2:20][CH2:21][CH2:22][CH2:23][CH2:24][CH2:25][NH2:26].[NH2:1][CH:2]([NH2:3])[CH2:4][CH2:5][CH2:6][CH2:7][CH2:8][C:9]([O:10][CH2:11][c:12]1[cH:13][cH:14][cH:15][cH:16][cH:17]1)=[O:18].[O-:36][S:37](=[O:38])(=[O:39])[O-:40]>>[c:12]1([NH:26][CH2:25][CH2:24][CH2:23][CH2:22][CH2:21][CH2:20][NH2:19])[cH:13][cH:14][cH:15][cH:16][cH:17]1. The reactants are O=C([O-])[O-], CN(C)C=O, Cc1ncc([N+](=O)[O-])n1CCOS(C)(=O)=O, [K+], [K+], [N-]=[N+]=[N-], [Na+], O. The product is Cc1ncc([N+](=O)[O-])n1CCN=[N+]=[N-]. As a reaction SMILES: [C:26](=[O:27])([O-:28])[O-:29].[CH3:21][N:22]([CH3:23])[CH:24]=[O:25].[CH3:5][S:6]([O:7][CH2:10][CH2:11][n:12]1[c:13]([CH3:20])[n:14][cH:15][c:16]1[N+:17](=[O:18])[O-:19])(=[O:8])=[O:9].[K+:30].[K+:31].[N-:2]=[N+:3]=[N-:4].[Na+:1].[OH2:32]>>[N:2](=[N+:3]=[N-:4])[CH2:10][CH2:11][n:12]1[c:13]([CH3:20])[n:14][cH:15][c:16]1[N+:17](=[O:18])[O-:19]. The reactants are C(C1=CC=CC=C1)N(C=1C(=C(C(=CC1)F)C(C(C1=CC=NC=C1)=C1SCS1)=O)F)CC1=CC=CC=C1 (1-(3-Dibenzylamino-2,6-difluoro-phenyl)-2-[1,3]dithietan-2-ylidene-2-pyridin-4-yl-ethanone), O.NN (Hydrazine monohydrate). Solvent: C(C)O (ethanol). Reaction conditions: temperature 60 celsius, time 2 hour. Yields the product C(C1=CC=CC=C1)N(C=1C(=C(C(=CC1)F)C=1C(=C(NN1)S)C1=CC=NC=C1)F)CC1=CC=CC=C1 (5-(3-dibenzylamino-2,6-difluoro-phenyl)-4-pyridin-4-yl-2H-pyrazole-3-thiol). RXN SMILES: [CH2:1]([N:8]([CH2:30][C:31]1[CH:36]=[CH:35][CH:34]=[CH:33][CH:32]=1)[C:9]1[C:10]([F:29])=[C:11]([C:16](=O)[C:17](=[C:24]2[S:27]CS2)[C:18]2[CH:23]=[CH:22][N:21]=[CH:20][CH:19]=2)[C:12]([F:15])=[CH:13][CH:14]=1)[C:2]1[CH:7]=[CH:6][CH:5]=[CH:4][CH:3]=1.O.[NH2:38][NH2:39]>C(O)C>[CH2:30]([N:8]([CH2:1][C:2]1[CH:7]=[CH:6][CH:5]=[CH:4][CH:3]=1)[C:9]1[C:10]([F:29])=[C:11]([C:16]2[C:17]([C:18]3[CH:23]=[CH:22][N:21]=[CH:20][CH:19]=3)=[C:24]([SH:27])[NH:38][N:39]=2)[C:12]([F:15])=[CH:13][CH:14]=1)[C:31]1[CH:32]=[CH:33][CH:34]=[CH:35][CH:36]=1 |f:1.2|. Reported procedure: 1-(3-Dibenzylamino-2,6-difluoro-phenyl)-2-[1,3]dithietan-2-ylidene-2-pyridin-4-yl-ethanone (1.26 g, 2.44 mmol) was suspended in absolute ethanol (10 mL). Hydrazine monohydrate (0.473 mL, 9.755 mmol, 4 eq) was added dropwise and the mixture was stirred at 60° C. for 2 hours. The suspension was concentrated under reduced pressure, taken up with toluene (2×20 mL) and evaporated to dryness. The crude product (1.35 g) was used in the following step without further purification. Starting materials: NC=1C=CC(=C(C1)N1N=C(N(C1=O)CC1=CC=C(C=C1)C1=C(C=CC=C1)S(NC(C1=C(C=CC=C1)Cl)=O)(=O)=O)CCCC)Cl (2-(5-amino-2-chlorophenyl)-5-n-butyl-4-[[2'-[N-(2-chlorobenzoyl)sulfamoyl]biphenyl-4-yl]methyl]-2,4-dihydro-3H-1,2,4-triazol-3-one), C(CC)N=C=O (propyl isocyanate). The reagents and catalysts are CN(C)C=1C=CN=CC1 (DMAP). The solvent is N1=CC=CC=C1 (pyridine). The product is C(CCC)C=1N(C(N(N1)C1=C(C=CC(=C1)NC(=O)NCCC)Cl)=O)CC1=CC=C(C=C1)C1=C(C=CC=C1)S(NC(C1=C(C=CC=C1)Cl)=O)(=O)=O (5-n-Butyl-4-[[2'-[N-(2-chlorobenzoyl)sulfamoyl]biphenyl-4-yl]methyl]-2-[2-chloro-5-(N3 -propylureido)phenyl]-2,4-dihydro-3H-1,2,4-triazol-3-one). Yield: 60.1%. Reaction SMILES: [NH2:1][C:2]1[CH:3]=[CH:4][C:5]([Cl:44])=[C:6]([N:8]2[C:12](=[O:13])[N:11]([CH2:14][C:15]3[CH:20]=[CH:19][C:18]([C:21]4[CH:26]=[CH:25][CH:24]=[CH:23][C:22]=4[S:27](=[O:39])(=[O:38])[NH:28][C:29](=[O:37])[C:30]4[CH:35]=[CH:34][CH:33]=[CH:32][C:31]=4[Cl:36])=[CH:17][CH:16]=3)[C:10]([CH2:40][CH2:41][CH2:42][CH3:43])=[N:9]2)[CH:7]=1.[CH2:45]([N:48]=[C:49]=[O:50])[CH2:46][CH3:47]>CN(C1C=CN=CC=1)C.N1C=CC=CC=1>[CH2:40]([C:10]1[N:11]([CH2:14][C:15]2[CH:16]=[CH:17][C:18]([C:21]3[CH:26]=[CH:25][CH:24]=[CH:23][C:22]=3[S:27](=[O:38])(=[O:39])[NH:28][C:29](=[O:37])[C:30]3[CH:35]=[CH:34][CH:33]=[CH:32][C:31]=3[Cl:36])=[CH:19][CH:20]=2)[C:12](=[O:13])[N:8]([C:6]2[CH:7]=[C:2]([NH:1][C:49]([NH:48][CH2:45][CH2:46][CH3:47])=[O:50])[CH:3]=[CH:4][C:5]=2[Cl:44])[N:9]=1)[CH2:41][CH2:42][CH3:43]. Procedure details: At room temperature, under N2, a solution of 34 mg (0.052 mmole) of 2-(5-amino-2-chlorophenyl)-5-n-butyl-4-[[2'-[N-(2-chlorobenzoyl)sulfamoyl]biphenyl-4-yl]methyl]-2,4-dihydro-3H-1,2,4-triazol-3-one (from Example 60), 6.4 mg (0.052 mmole) of DMAP, 23 mg (0.26 mmole) of propyl isocyanate, and 1 mL of pyridine was stirred overnight. After quenching with water, the organic material was extracted with EtOAc, washed with water and brine, and dried over sodium sulfate. The crude product obtained after...